This data is from the Open Reaction Database (ORD), a public repository of structured organic reaction records. The task is: describe an organic reaction: reactants, conditions, products, and yield The reactants are C1(CC=CCC1)CO (3-cyclohexene-1-methanol), ClP1(OCC(CO1)(C)C)=O (2-chloro-5,5-dimethyl-1,3,2-dioxaphosphorinan-2-one), N1=CC=CC=C1 (pyridine). Run in C(Cl)(Cl)Cl (chloroform). Product: CC1(COP(OC1)(OCC1C=CCCC1)=O)C (3-(5,5-dimethyl-2-oxo-1,3,2-dioxaphosphorinanoxymethyl)-cyclohexene). Reaction SMILES: [CH:1]1([CH2:7][OH:8])[CH2:6][CH2:5][CH:4]=[CH:3][CH2:2]1.Cl[P:10]1(=[O:18])[O:15][CH2:14][C:13]([CH3:17])([CH3:16])[CH2:12][O:11]1.N1C=CC=CC=1>C(Cl)(Cl)Cl>[CH3:16][C:13]1([CH3:17])[CH2:14][O:15][P:10](=[O:18])([O:8][CH2:7][CH:1]2[CH2:6][CH2:5][CH2:4][CH:3]=[CH:2]2)[O:11][CH2:12]1. Reported procedure: A 100 mL round bottom flask equipped with a stirrer bar was charged with 15.04 g (0.134 mol) 3-cyclohexene-1-methanol, 22.52 g (0.122 mol) of 2-chloro-5,5-dimethyl-1,3,2-dioxaphosphorinan-2-one, and 10.6 g (0.134 mol) of pyridine. After the above mixture was reacted at 80° C. for 3 hrs. The reaction mixture was added to chloroform (100 mL), and then washed with chloroform (2×100 mL), dried with sodium sulfate. The solvent was evaporated and the residue distilled to give pure product.